Dataset: the Open Reaction Database (ORD), a public repository of structured organic reaction records. Task: describe an organic reaction: reactants, conditions, products, and yield Reactants: CN(C(=O)N1CCN(CC1)C1=CC2=C(NC(=N2)C2=CC(=C(C=C2)N)[N+](=O)[O-])C=C1)C (4-[2-(4-amino-3-nitro-phenyl)-1H-benzoimidazol-5-yl]-piperazine-1-carboxylic acid dimethylamide). The reagents and catalysts are [Pd] (palladium on carbon). The solvent is C(C)(=O)OCC.CO (ethyl acetate methanol). Run at time 1 day. Yields the product CN(C(=O)N1CCN(CC1)C1=CC2=C(NC(=N2)C2=CC(=C(C=C2)N)N)C=C1)C (4-[2-(3,4-diamino-phenyl)-1H-benzoimidazol-5-yl]-piperazine-1-carboxylic acid dimethylamide). As a reaction SMILES: [CH3:1][N:2]([CH3:30])[C:3]([N:5]1[CH2:10][CH2:9][N:8]([C:11]2[CH:29]=[CH:28][C:14]3[NH:15][C:16]([C:18]4[CH:23]=[CH:22][C:21]([NH2:24])=[C:20]([N+:25]([O-])=O)[CH:19]=4)=[N:17][C:13]=3[CH:12]=2)[CH2:7][CH2:6]1)=[O:4]>[Pd].C(OCC)(=O)C.CO>[CH3:1][N:2]([CH3:30])[C:3]([N:5]1[CH2:6][CH2:7][N:8]([C:11]2[CH:29]=[CH:28][C:14]3[NH:15][C:16]([C:18]4[CH:23]=[CH:22][C:21]([NH2:24])=[C:20]([NH2:25])[CH:19]=4)=[N:17][C:13]=3[CH:12]=2)[CH2:9][CH2:10]1)=[O:4] |f:2.3|. Procedure details: To a solution of 4-[2-(4-amino-3-nitro-phenyl)-1H-benzoimidazol-5-yl]-piperazine-1-carboxylic acid dimethylamide (1.0 g, 2.4 mmol) in 4:1 ethyl acetate/methanol (100 ml) under nitrogen, was added 5% palladium on carbon (240 mg) and the mixture was first evacuated and then stirred at room temperature under an atmosphere of hydrogen for 1 day. The reaction mixture was then filtered through celite, washed with 1:1 ethyl acetate/methanol (10 mL) and the combined filtrate and washings were concentrat...